From a dataset of the Open Reaction Database (ORD), a public repository of structured organic reaction records. describe an organic reaction: reactants, conditions, products, and yield Reactants: Brc1ccc2[nH]ccc2c1, CC(=O)O, CCOC(C)=O, C=Cc1ccccn1, [Na+], [OH-]. Product: Brc1ccc2[nH]cc(CCc3ccccn3)c2c1. Reaction SMILES: [Br:1][c:2]1[cH:3][c:4]2[cH:5][cH:6][nH:7][c:8]2[cH:9][cH:10]1.[CH3:21][C:22](=[O:23])[OH:24].[CH3:25][CH2:26][O:27][C:28](=[O:29])[CH3:30].[CH:11](=[CH2:12])[c:13]1[n:14][cH:15][cH:16][cH:17][cH:18]1.[Na+:20].[OH-:19]>>[Br:1][c:2]1[cH:3][c:4]2[c:5]([CH2:12][CH2:11][c:13]3[n:14][cH:15][cH:16][cH:17][cH:18]3)[cH:6][nH:7][c:8]2[cH:9][cH:10]1. Product: COc1cccc2[nH]cc(C(N)=O)c12. As a reaction SMILES: [CH3:19][C:20]#[N:21].[CH3:1][O:2][c:3]1[c:4]2[cH:5][cH:6][nH:7][c:8]2[cH:9][cH:10][cH:11]1.[Cl:12][S:13](=[O:14])(=[O:15])[N:16]=[C:17]=[O:18]>>[CH3:1][O:2][c:3]1[c:4]2[c:5]([C:17]([NH2:16])=[O:18])[cH:6][nH:7][c:8]2[cH:9][cH:10][cH:11]1. Starting materials: CC#N, COc1cccc2[nH]ccc12, O=C=NS(=O)(=O)Cl. Isolated yield 84.4%. Starting materials: BrC=1C=NC=C(C1)CO (3-bromo-5-hydroxymethyl-pyridine), FC1=CC=C(C=C1)B(O)O (p-fluorphenylboronic acid), C(=O)([O-])[O-].[Na+].[Na+] (Na2CO3), solution. Run in C1(=CC=CC=C1)C (toluene). Reagents/catalysts: C=1C=CC(=CC1)[P](C=2C=CC=CC2)(C=3C=CC=CC3)[Pd]([P](C=4C=CC=CC4)(C=5C=CC=CC5)C=6C=CC=CC6)([P](C=7C=CC=CC7)(C=8C=CC=CC8)C=9C=CC=CC9)[P](C=1C=CC=CC1)(C=1C=CC=CC1)C=1C=CC=CC1 (Pd(PPh3)4). As a reaction SMILES: Br[C:2]1[CH:3]=[N:4][CH:5]=[C:6]([CH2:8][OH:9])[CH:7]=1.C([O-])([O-])=O.[Na+].[Na+].[F:16][C:17]1[CH:22]=[CH:21][C:20](B(O)O)=[CH:19][CH:18]=1>C1(C)C=CC=CC=1.C1C=CC([P]([Pd]([P](C2C=CC=CC=2)(C2C=CC=CC=2)C2C=CC=CC=2)([P](C2C=CC=CC=2)(C2C=CC=CC=2)C2C=CC=CC=2)[P](C2C=CC=CC=2)(C2C=CC=CC=2)C2C=CC=CC=2)(C2C=CC=CC=2)C2C=CC=CC=2)=CC=1>[F:16][C:17]1[CH:22]=[CH:21][C:20]([C:2]2[CH:3]=[N:4][CH:5]=[C:6]([CH2:8][OH:9])[CH:7]=2)=[CH:19][CH:18]=1 |f:1.2.3,^1:36,38,57,76|. Conditions: temperature 85 celsius. Reported procedure: To a solution of 3-bromo-5-hydroxymethyl-pyridine (3.3 g, 17.5 mmol) in toluene (35 ml) was added Pd(PPh3)4 (0.6 g, 0.52 mmol), an aqueous solution of Na2CO3 (17.5 ml of a 2M solution) and p-fluorphenylboronic acid (2.65 g, 19 mmol, dissolved in 8.5 ml EtOH). The mixture was heated at 80-90° C. for 1 hr and vigorously stirred. After the reaction was completed, the biphasic reaction mixture was cooled, the organic layer was collected and washed with saturated NaCl. The aqueous layer was washed wi... Product: FC1=CC=C(C=C1)C=1C=NC=C(C1)CO (3-(p-fluorophenyl)-5-hydroxymethyl-pyridine). The reactants are [Cl-].[Na+] (sodium chloride), OCC(=O)[C@@H](O)[C@H](O)[C@H](O)CO (fructose), heparin, heparin, CCCC(C)C1(C(=O)NC(=O)[N-]C1=O)CC.[Na+] (sodium pentobarbital), sodium N-2-hyroxyethylpiperazine-N′-2-ethanesulfonic acid, O.O.[Cl-].[Ca+2].[Cl-] (calcium chloride-dihydrate), [Cl-].[Na+] (sodium chloride), sodium N-2-hyroxyethylpiperazine-N′-2-ethanesulfonic acid, C(COCCOCCN(CC(=O)O)CC(=O)O)N(CC(=O)O)CC(=O)O (EGTA), CCOC(=O)[C@H](CCCN=C(N)N)NC(=O)C1=CC=CC=C1 (BAEE), NCC(CCC(=O)O)=O (delta-aminolevulinic acid), amino acids, OCC(=O)[C@@H](O)[C@H](O)[C@H](O)CO (fructose), [Cl-].[K+] (potassium chloride). The solvent is O (water), CC=1C=C(C=CC1N=NC2=C(C=C3C=C(C=C(C3=C2O)N)S(=O)(=O)O)S(=O)(=O)O)C=4C=CC(=C(C4)C)N=NC5=C(C=C6C=C(C=C(C6=C5O)N)S(=O)(=O)O)S(=O)(=O)O (trypan blue). Conditions: time 7 minute. Yields the product CC[C@H](C)C(=O)O[C@H]1C[C@H](C=C2[C@H]1[C@H]([C@H](C=C2)C)CC[C@@H]3C[C@H](CC(=O)O3)O)C (lovastatin). RXN SMILES: [Cl-].[Na+].O[CH2:4][C:5]([C@H:7]([C@@H:9]([C@@H:11]([CH2:13][OH:14])O)[OH:10])O)=[O:6].[CH2:15](N(CC(O)=O)CC(O)=O)COCCOCCN(CC(O)=O)CC(O)=O.[Cl-].[K+].O.O.[Cl-].[Ca+2].[Cl-].CCOC([C@@H](N[C:62]([C:64]1[CH:69]=[CH:68][CH:67]=[CH:66][CH:65]=1)=O)CCCN=C(N)N)=O.NC[C:72](=O)[CH2:73][CH2:74][C:75]([OH:77])=[O:76].C[CH2:80][CH2:81][CH:82]([C:84]1(CC)C(=O)[N-]C(=O)N[C:85]1=O)[CH3:83].[Na+]>CC1C=C(C2C=CC(N=NC3C(O)=C4C(C=C(S(O)(=O)=O)C=C4N)=CC=3S(O)(=O)=O)=C(C)C=2)C=CC=1N=NC1C(O)=C2C(C=C(S(O)(=O)=O)C=C2N)=CC=1S(O)(=O)=O.O>[CH3:72][CH2:73][C@@H:74]([C:75]([O:77][C@@H:68]1[C@@H:67]2[C@@H:84]([CH2:85][CH2:4][C@H:5]3[O:6][C:13](=[O:14])[CH2:11][C@H:9]([OH:10])[CH2:7]3)[C@@H:82]([CH3:83])[CH:81]=[CH:80][C:66]2=[CH:65][C@H:64]([CH3:62])[CH2:69]1)=[O:76])[CH3:15] |f:0.1,4.5,6.7.8.9.10,13.14|. Procedure: Washout buffer containing; 149 mM sodium chloride, 9.2 mM sodium N-2-hyroxyethylpiperazine-N′-2-ethanesulfonic acid, 1.7 mM fructose, 0.5 mM EGTA, 10 U/mL heparin at pH 7.5 and digestion buffer containing; 6.7 mM potassium chloride, 143 mM sodium chloride, 9.2 mM sodium N-2-hyroxyethylpiperazine-N′-2-ethanesulfonic acid, 5 mM calcium chloride-dihydrate, 1.7 mM fructose, 0.2% bovine serum albumin, 100 U/ ml. collagenase Type 1, 93 U/mL Hyaluronidase, 160 BAEE/mL trypsin inhibitor at pH 7.5 were p... Starting materials: CCOC(=O)CP(=O)(OCC)OCC, CCCOc1c(-c2cccc3sc(C=O)cc23)cc(C(C)C)cc1C(C)C, [H-], [Na+], CN(C)C=O, O. Yields the product CCCOc1c(-c2cccc3sc(C=CC(=O)OCC)cc23)cc(C(C)C)cc1C(C)C. Reaction SMILES: [CH3:3][CH2:4][O:5][C:6](=[O:7])[CH2:8][P:9]([O:10][CH2:11][CH3:12])([O:13][CH2:14][CH3:15])=[O:16].[CH:17](=[O:18])[c:19]1[cH:20][c:21]2[c:22]([s:23]1)[cH:24][cH:25][cH:26][c:27]2-[c:28]1[c:29]([O:40][CH2:41][CH2:42][CH3:43])[c:30]([CH:37]([CH3:38])[CH3:39])[cH:31][c:32]([CH:34]([CH3:35])[CH3:36])[cH:33]1.[H-:2].[Na+:1].[O:45]=[CH:46][N:47]([CH3:48])[CH3:49].[OH2:44]>>[CH3:3][CH2:4][O:5][C:6](=[O:7])[CH:8]=[CH:17][c:19]1[cH:20][c:21]2[c:22]([s:23]1)[cH:24][cH:25][cH:26][c:27]2-[c:28]1[c:29]([O:40][CH2:41][CH2:42][CH3:43])[c:30]([CH:37]([CH3:38])[CH3:39])[cH:31][c:32]([CH:34]([CH3:35])[CH3:36])[cH:33]1. The reactants are [H-].[Na+] (sodium hydride), C([O-])([O-])=O.[K+].[K+] (potassium carbonate), S(=O)(=O)(OC)OC (dimethyl sulphate), OC=1C=C(OC2=NC=CC=C2CC(=O)OC)C=CC1 (methyl 2-(3-hydroxyphenoxy)-3-pyridinylacetate), C(=O)OC (methyl formate). Solvent: CN(C)C=O (DMF), CN(C)C=O (DMF), CN(C)C=O (DMF). The product is OC=1C=C(OC2=NC=CC=C2/C(/C(=O)OC)=C\OC)C=CC1 ((E)-methyl 2-[2-(3-hydroxyphenoxy)pyridin-3-yl]-3-methoxypropenoate). The yield is 31.0%. RXN SMILES: [OH:1][C:2]1[CH:3]=[C:4]([CH:17]=[CH:18][CH:19]=1)[O:5][C:6]1[C:11]([CH2:12][C:13]([O:15][CH3:16])=[O:14])=[CH:10][CH:9]=[CH:8][N:7]=1.[CH:20]([O:22][CH3:23])=O.[H-].[Na+].C(=O)([O-])[O-].[K+].[K+].S(OC)(OC)(=O)=O>CN(C=O)C>[OH:1][C:2]1[CH:3]=[C:4]([CH:17]=[CH:18][CH:19]=1)[O:5][C:6]1[C:11](/[C:12](=[CH:20]\[O:22][CH3:23])/[C:13]([O:15][CH3:16])=[O:14])=[CH:10][CH:9]=[CH:8][N:7]=1 |f:2.3,4.5.6|. Procedure: A solution containing methyl 2-(3-hydroxyphenoxy)-3-pyridinylacetate (1 g; prepared as described in Example 2) and methyl formate (4.68 ml) in DMF (5 ml) was added dropwise to a stirred suspension of sodium hydride (0.55 g, 50% dispersion in oil, pre-washed with petroleum ether) in DMF (10 ml). On completion of the reaction, the reaction mixture was worked up as before to afford crude methyl 2-[2-(3-(3-hydroxyphenoxy)pyridin-3-yl]-3-hydroxypropenoate. The product was treated with potassium carbo... Starting materials: FC1=C(OC2=C3C(=NC=C2)C=C(S3)C=3C=C(CN(C(OC(C)(C)C)=O)CCOC)C=CC3)C=CC(=C1)NC(=S)NC(CC1=CC=CC=C1)=O (tert-Butyl 3-(7-(2-fluoro-4-(3-(2-phenylacetyl)thioureido)phenoxy)thieno[3,2-b]pyridin-2-yl)benzyl(2-methoxyethyl)carbamate), C(=O)(C(F)(F)F)O (TFA). The solvent is C(Cl)Cl (DCM). Run at time 12 hour. The product is FC=1C=C(C=CC1OC1=C2C(=NC=C1)C=C(S2)C2=CC(=CC=C2)CNCCOC)NC(=S)NC(CC2=CC=CC=C2)=O (N-(3-Fluoro-4-(2-(3-((2-methoxyethylamino)methyl)phenyl)thieno[3,2-b]pyridin-7-yloxy)phenylcarbamothioyl)-2-phenylacetamide). The yield is 63.0%. RXN SMILES: [F:1][C:2]1[CH:36]=[C:35]([NH:37][C:38]([NH:40][C:41](=[O:49])[CH2:42][C:43]2[CH:48]=[CH:47][CH:46]=[CH:45][CH:44]=2)=[S:39])[CH:34]=[CH:33][C:3]=1[O:4][C:5]1[CH:10]=[CH:9][N:8]=[C:7]2[CH:11]=[C:12]([C:14]3[CH:15]=[C:16]([CH:30]=[CH:31][CH:32]=3)[CH2:17][N:18]([CH2:26][CH2:27][O:28][CH3:29])C(=O)OC(C)(C)C)[S:13][C:6]=12.C(O)(C(F)(F)F)=O>C(Cl)Cl>[F:1][C:2]1[CH:36]=[C:35]([NH:37][C:38]([NH:40][C:41](=[O:49])[CH2:42][C:43]2[CH:44]=[CH:45][CH:46]=[CH:47][CH:48]=2)=[S:39])[CH:34]=[CH:33][C:3]=1[O:4][C:5]1[CH:10]=[CH:9][N:8]=[C:7]2[CH:11]=[C:12]([C:14]3[CH:32]=[CH:31][CH:30]=[C:16]([CH2:17][NH:18][CH2:26][CH2:27][O:28][CH3:29])[CH:15]=3)[S:13][C:6]=12. Procedure: To a solution of 75 (440 mg, 0.6 mmol) in DCM (10 mL), TFA (145 μL, 1.9 mmol) was added and the reaction was stirred for 12 hours, concentrated under reduced pressure, and the residue was purified by silica gel column chromatography, eluent MeOH/EtOAc (1:10), to afford the title compound 76a (227 mg, 63% yield) as a light yellow solid. 1H NMR (DMSO) δ (ppm): 8.54 (d, J=5.5 Hz, 1H), 8.07 (s, 1H), 8.02-8.0 (m, 2H), 7.93 (d-t, J=2.0 Hz, 1H), 7.55-7.53 (m, 4H), 7.34-7.32 (m, 4H), 7.29-7.26 (m, 1H), ... Reactants: O(C1=CC=CC=C1)C=1C=C(C=CC1)CN1C2=CC=CC(=C2C=2C(=CC=CC12)OCC(=O)OC(C)(C)C)C(N)=O ({9-[(3-phenoxyphenyl)methyl]-5-carbamoylcarbazol-4-yl}oxyacetic acid, tert-butyl ester). Solvent: FC(C(=O)O)(F)F (trifluoroacetic acid). The product is O(C1=CC=CC=C1)C=1C=C(C=CC1)CN1C2=CC=CC(=C2C=2C(=CC=CC12)OCC(=O)O)C(N)=O ({9-[(3-phenoxyphenyl)methyl]-5-carbamoylcarbazol-4-yl}oxyacetic acid). Isolated yield 112.0%. Reaction SMILES: [O:1]([C:8]1[CH:9]=[C:10]([CH2:14][N:15]2[C:27]3[CH:26]=[CH:25][CH:24]=[C:23]([O:28][CH2:29][C:30]([O:32]C(C)(C)C)=[O:31])[C:22]=3[C:21]3[C:16]2=[CH:17][CH:18]=[CH:19][C:20]=3[C:37](=[O:39])[NH2:38])[CH:11]=[CH:12][CH:13]=1)[C:2]1[CH:7]=[CH:6][CH:5]=[CH:4][CH:3]=1>FC(F)(F)C(O)=O>[O:1]([C:8]1[CH:9]=[C:10]([CH2:14][N:15]2[C:27]3[CH:26]=[CH:25][CH:24]=[C:23]([O:28][CH2:29][C:30]([OH:32])=[O:31])[C:22]=3[C:21]3[C:16]2=[CH:17][CH:18]=[CH:19][C:20]=3[C:37](=[O:39])[NH2:38])[CH:11]=[CH:12][CH:13]=1)[C:2]1[CH:7]=[CH:6][CH:5]=[CH:4][CH:3]=1. Procedure: A solution of the {9-[(3-phenoxyphenyl)methyl]-5-carbamoylcarbazol-4-yl}oxyacetic acid, tert-butyl ester (30.0 mg, 0.063 mM) in 2 mL of trifluoroacetic acid was stirred at room temperature for 6 hours. The solvent was removed in vacuo. The residue was dried in vacuo to afford 30.0 mg (100%) of the {9-[(3-phenoxyphenyl)methyl]-5-carbamoylcarbazol-4-yl}oxyacetic acid as a white powder. 1H NMR (DMSO-d6) δ13.0 (br s, 1H), 7.75 (s, 1H), 7.6 (d, 1H, J=8 Hz), 7.5-6.8 (m, 14H), 6.6 (d, 1H, J=8 Hz), 5.7 ... Procedure details: Prepared from δ-oxobenzenepentanoic acid and (4-chlorophenyl)hydrazine hydrochloride according to the method of Description 7. 1H NMR (360 MHz, CDCl3) (Contains 20% δ-oxobenzenepentanoic acid) δ8.02 (1H, s), 7.52-7.33 (6H, m), 7.23-7.18 (1H, m), 7.10-7.07 (1H, m), 3.16-3.11 (2H, m), and 2.65-2.60 (2H, m). RXN SMILES: O=[C:2]([C:9]1[CH:14]=[CH:13][CH:12]=[CH:11][CH:10]=1)[CH2:3][CH2:4][CH2:5][C:6]([OH:8])=[O:7].Cl.[Cl:16][C:17]1[CH:22]=[CH:21][C:20]([NH:23]N)=[CH:19][CH:18]=1>>[Cl:16][C:17]1[CH:18]=[C:19]2[C:20](=[CH:21][CH:22]=1)[NH:23][C:2]([C:9]1[CH:14]=[CH:13][CH:12]=[CH:11][CH:10]=1)=[C:3]2[CH2:4][CH2:5][C:6]([OH:8])=[O:7] |f:1.2|. The reactants are O=C(CCCC(=O)O)C1=CC=CC=C1 (δ-oxobenzenepentanoic acid), Cl.ClC1=CC=C(C=C1)NN ((4-chlorophenyl)hydrazine hydrochloride). Product: ClC=1C=C2C(=C(NC2=CC1)C1=CC=CC=C1)CCC(=O)O (5-Chloro-2-phenyl-1H-indole-3-propanoic Acid).